Dataset: the Open Reaction Database (ORD), a public repository of structured organic reaction records. Task: describe an organic reaction: reactants, conditions, products, and yield Reactants: CCOC(=O)Cc1c(CC(C)C)nn(-c2ccccn2)c1C, CC(C)C[Al+]CC(C)C, [H-], C1CCOC1. The product is Cc1c(CC=O)c(CC(C)C)nn1-c1ccccn1. As a reaction SMILES: [CH2:1]([O:3][C:4](=[O:2])[CH2:5][c:6]1[c:7]([CH2:18][CH:19]([CH3:20])[CH3:21])[n:8][n:9](-[c:12]2[n:13][cH:14][cH:15][cH:16][cH:17]2)[c:10]1[CH3:11])[CH3:22].[CH2:24]([Al+:25][CH2:26][CH:27]([CH3:28])[CH3:29])[CH:30]([CH3:31])[CH3:32].[H-:23].[O:33]1[CH2:34][CH2:35][CH2:36][CH2:37]1>>[O:3]=[CH:4][CH2:5][c:6]1[c:7]([CH2:18][CH:19]([CH3:20])[CH3:21])[n:8][n:9](-[c:12]2[n:13][cH:14][cH:15][cH:16][cH:17]2)[c:10]1[CH3:11]. Yields the product Cc1cc(C#N)cnc1Oc1c(Cl)cc(N)cc1Cl. Reactants: O=C([O-])[O-], Cc1ccccc1, Nc1cc(Cl)c(O)c(Cl)c1, Cc1cc(C#N)cnc1Cl, [K+], [K+]. As a reaction SMILES: [C:11](=[O:12])([O-:13])[O-:14].[CH3:27][c:28]1[cH:29][cH:30][cH:31][cH:32][cH:33]1.[Cl:17][c:18]1[c:19]([OH:26])[c:20]([Cl:25])[cH:21][c:22]([NH2:24])[cH:23]1.[Cl:1][c:2]1[n:3][cH:4][c:5]([C:9]#[N:10])[cH:6][c:7]1[CH3:8].[K+:15].[K+:16]>>[c:2]1([O:26][c:19]2[c:18]([Cl:17])[cH:23][c:22]([NH2:24])[cH:21][c:20]2[Cl:25])[n:3][cH:4][c:5]([C:9]#[N:10])[cH:6][c:7]1[CH3:8]. Starting materials: O=C([O-])O, CO, CC1(C2CCC3C4CCC5CC(OC(=O)CCl)CCC5(C)C4C(OC(=O)CCl)CC32C)OCCO1, [Na+]. Yields the product CC1(C2CCC3C4CCC5CC(O)CCC5(C)C4C(OC(=O)CCl)CC32C)OCCO1. Reaction SMILES: [C:36](=[O:37])([OH:38])[O-:39].[CH3:41][OH:42].[Cl:1][CH2:2][C:3](=[O:4])[O:5][CH:6]1[CH2:7][CH:8]2[CH2:9][CH2:10][CH:11]3[CH:12]4[CH2:13][CH2:14][CH:15]([C:16]5([CH3:17])[O:18][CH2:19][CH2:20][O:21]5)[C:22]4([CH3:35])[CH2:23][CH:24]([O:30][C:31]([CH2:32][Cl:33])=[O:34])[CH:25]3[C:26]2([CH3:29])[CH2:27][CH2:28]1.[Na+:40]>>[OH:5][CH:6]1[CH2:7][CH:8]2[CH2:9][CH2:10][CH:11]3[CH:12]4[CH2:13][CH2:14][CH:15]([C:16]5([CH3:17])[O:18][CH2:19][CH2:20][O:21]5)[C:22]4([CH3:35])[CH2:23][CH:24]([O:30][C:31]([CH2:32][Cl:33])=[O:34])[CH:25]3[C:26]2([CH3:29])[CH2:27][CH2:28]1. Reactants: BrC1=C(C(=O)O)C=C(C=C1)OC (2-bromo-5-methoxybenzoic acid), C(CCC)[Li] (n-butyllithium), COC1=C(C(=O)N(C)OC)C=CC(=C1)OC (2,4-dimethoxy-N-methoxy-N-methylbenzamide). The product is COC1=C(C(=O)C2=C(C(=O)O)C=C(C=C2)OC)C=CC(=C1)OC (2-(2,4-dimethoxybenzoyl)-5-methoxybenzoic acid). Reaction SMILES: Br[C:2]1[CH:10]=[CH:9][C:8]([O:11][CH3:12])=[CH:7][C:3]=1[C:4]([OH:6])=[O:5].C([Li])CCC.[CH3:18][O:19][C:20]1[CH:31]=[C:30]([O:32][CH3:33])[CH:29]=[CH:28][C:21]=1[C:22](N(OC)C)=[O:23]>>[CH3:18][O:19][C:20]1[CH:31]=[C:30]([O:32][CH3:33])[CH:29]=[CH:28][C:21]=1[C:22]([C:2]1[CH:10]=[CH:9][C:8]([O:11][CH3:12])=[CH:7][C:3]=1[C:4]([OH:6])=[O:5])=[O:23]. Reported procedure: This compound is synthesized according to the method described in 3.2. by reacting 2-bromo-5-methoxybenzoic acid pretreated with n-butyllithium with 2,4-dimethoxy-N-methoxy-N-methylbenzamide. It is used in crude form in the following reaction. The reactants are CCCC[N+](CCCC)(CCCC)CCCC, C1CCOC1, Cc1cc(O[Si](C(C)C)(C(C)C)C(C)C)cc(C)c1Cc1ccc(F)c(C(C)C)c1, CCOC(C)=O, [F-]. Product: Cc1cc(O)cc(C)c1Cc1ccc(F)c(C(C)C)c1. Reaction SMILES: [CH2:32]([N+:33]([CH2:34][CH2:35][CH2:36][CH3:37])([CH2:38][CH2:39][CH2:40][CH3:41])[CH2:42][CH2:43][CH2:44][CH3:45])[CH2:46][CH2:47][CH3:48].[CH2:49]1[O:50][CH2:51][CH2:52][CH2:53]1.[CH3:1][c:2]1[cH:3][c:4]([O:20][Si:21]([CH:22]([CH3:23])[CH3:24])([CH:25]([CH3:26])[CH3:27])[CH:28]([CH3:29])[CH3:30])[cH:5][c:6]([CH3:19])[c:7]1[CH2:8][c:9]1[cH:10][c:11]([CH:16]([CH3:17])[CH3:18])[c:12]([F:15])[cH:13][cH:14]1.[CH3:54][CH2:55][O:56][C:57](=[O:58])[CH3:59].[F-:31]>>[CH3:1][c:2]1[cH:3][c:4]([OH:20])[cH:5][c:6]([CH3:19])[c:7]1[CH2:8][c:9]1[cH:10][c:11]([CH:16]([CH3:17])[CH3:18])[c:12]([F:15])[cH:13][cH:14]1. Reactants: solution, N (NH3), C1(=CC=CC=C1)S(=O)(=O)C=1C(=NN2C1N=C(C=C2Cl)Cl)SC (3-benzenesulphonyl-5,7-dichloro-2-methylsulphanyl-pyrazolo[1,5-a]pyrimidine). Solvent: CO (MeOH), CN(C)C=O (DMF). Run at time 12 hour. Product: C1(=CC=CC=C1)S(=O)(=O)C=1C(=NN2C1N=C(C=C2N)Cl)SC (3-benzenesulphonyl-5-chloro-2-methylsulphanyl-pyrazolo[1,5-a]pyrimidin-7-ylamine). Yield: 84.0%. Reaction SMILES: [NH3:1].[C:2]1([S:8]([C:11]2[C:12]([S:22][CH3:23])=[N:13][N:14]3[C:19](Cl)=[CH:18][C:17]([Cl:21])=[N:16][C:15]=23)(=[O:10])=[O:9])[CH:7]=[CH:6][CH:5]=[CH:4][CH:3]=1>CO.CN(C=O)C>[C:2]1([S:8]([C:11]2[C:12]([S:22][CH3:23])=[N:13][N:14]3[C:19]([NH2:1])=[CH:18][C:17]([Cl:21])=[N:16][C:15]=23)(=[O:10])=[O:9])[CH:7]=[CH:6][CH:5]=[CH:4][CH:3]=1. Procedure: 10 ml of a 50% solution of NH3 in MeOH were added to a solution of 0.35 g (0.935 mmol) of 3-benzenesulphonyl-5,7-dichloro-2-methylsulphanyl-pyrazolo[1,5-a]pyrimidine in 10 ml of DMF and stirred at RT for 12 hrs. The DMF was evaporated in a high vacuum and the residue was partitioned between 2N NaOH and CH2Cl2. The aqueous phase was extracted three times with CH2Cl2, and the combined organic phases were dried (MgSO4), filtered and evaporated. Subsequent chromatography (silica gel, CH2Cl2/AcOEt 15...